This data is from the Open Reaction Database (ORD), a public repository of structured organic reaction records. The task is: describe an organic reaction: reactants, conditions, products, and yield Product: CON=C(C#N)c1ccccc1COc1cc(C)ccc1C. RXN SMILES: [CH3:25][S:26](=[O:27])[CH3:28].[CH3:4][c:5]1[c:6]([O:7][CH2:8][c:9]2[c:10]([C:11](=[N:12][O:13][CH3:14])[Cl:15])[cH:16][cH:17][cH:18][cH:19]2)[cH:20][c:21]([CH3:24])[cH:22][cH:23]1.[Na:1][C:2]#[N:3]>>[C:2](#[N:3])[C:11]([c:10]1[c:9]([CH2:8][O:7][c:6]2[c:5]([CH3:4])[cH:23][cH:22][c:21]([CH3:24])[cH:20]2)[cH:19][cH:18][cH:17][cH:16]1)=[N:12][O:13][CH3:14]. Starting materials: CS(C)=O, CON=C(Cl)c1ccccc1COc1cc(C)ccc1C, N#C[Na]. As a reaction SMILES: C[O:2][C:3](=[O:37])[C:4]1[CH:9]=[C:8]([CH3:10])[C:7]([O:11][CH2:12][CH:13]([C:20]2[N:21]([C:29]3[CH:34]=[CH:33][C:32]([Cl:35])=[CH:31][CH:30]=3)[N:22]=[C:23]3[C:28]=2[CH2:27][CH2:26][CH2:25][CH2:24]3)[CH:14]2[CH2:19][CH2:18][CH2:17][CH2:16][CH2:15]2)=[C:6]([CH3:36])[CH:5]=1.[OH-].[Li+]>C1COCC1.CO>[Cl:35][C:32]1[CH:31]=[CH:30][C:29]([N:21]2[C:20]([CH:13]([CH:14]3[CH2:19][CH2:18][CH2:17][CH2:16][CH2:15]3)[CH2:12][O:11][C:7]3[C:8]([CH3:10])=[CH:9][C:4]([C:3]([OH:37])=[O:2])=[CH:5][C:6]=3[CH3:36])=[C:28]3[C:23]([CH2:24][CH2:25][CH2:26][CH2:27]3)=[N:22]2)=[CH:34][CH:33]=1 |f:1.2|. The reactants are [OH-].[Li+] (lithium hydroxide), COC(C1=CC(=C(C(=C1)C)OCC(C1CCCCC1)C=1N(N=C2CCCCC12)C1=CC=C(C=C1)Cl)C)=O ([rac]-4-{2-[2-(4-chloro-phenyl)-4,5,6,7-tetrahydro-2H-indazol-3-yl]-2-cyclohexyl-ethoxy}-3,5-dimethyl-benzoic acid methyl ester). The product is ClC1=CC=C(C=C1)N1N=C2CCCCC2=C1C(COC1=C(C=C(C(=O)O)C=C1C)C)C1CCCCC1 ([rac]-4-{2-[2-(4-Chloro-phenyl)-4,5,6,7-tetrahydro-2H-indazol-3-yl]-2-cyclohexyl-ethoxy}-3,5-dimethyl-benzoic acid). Procedure details: In analogy to the procedure described in example 7.2, [rac]-4-{2-[2-(4-chloro-phenyl)-4,5,6,7-tetrahydro-2H-indazol-3-yl]-2-cyclohexyl-ethoxy}-3,5-dimethyl-benzoic acid methyl ester (example 39) was treated with 1 N aqueous lithium hydroxide solution in THF and MeOH to give the title compound as off-white solid. MS: m/e=507.2 [M+H+]. The solvent is C1CCOC1 (THF), CO (MeOH). The product is IC=1C=C(C#N)C=C(C1OC)OC (3-iodo-4,5-dimethoxy-benzonitrile). The solvent is C1(=CC=CC=C1)C (toluene). Isolated yield 62.4%. The reactants are IC=1C=C(C=O)C=C(C1OC)OC (3-iodo-4,5-dimethoxy-benzaldehyde), Cl.NO (hydroxylamine hydrochloride), N1=CC=CC=C1 (pyridine). Reaction SMILES: [I:1][C:2]1[CH:3]=[C:4]([CH:7]=[C:8]([O:12][CH3:13])[C:9]=1[O:10][CH3:11])[CH:5]=O.Cl.NO.[N:17]1C=CC=CC=1>C1(C)C=CC=CC=1>[I:1][C:2]1[CH:3]=[C:4]([CH:7]=[C:8]([O:12][CH3:13])[C:9]=1[O:10][CH3:11])[C:5]#[N:17] |f:1.2|. Reported procedure: A mixture of 5.0 g of 3-iodo-4,5-dimethoxy-benzaldehyde, 1.18 g of hydroxylamine hydrochloride, 1.37 g of pyridine and 17 ml of toluene is held at reflux for 2 hrs. (see A. Saednya, Synthesis 1982, 190). The precipitate which separates after cooling is filtered off under suction. Chromatography on silica gel with methylene chloride/methanol 9:1 yields 3.09 g of 3-iodo-4,5-dimethoxy-benzonitrile as a colourless solid. Yield: 63%. Mass spectrum: peaks inter alia at m/e: 289 (100%), 274 (38%), 132 ... Starting materials: [Br-].C1(=CC=CC=C1)[P+](CC1=CC=C(C=C1)CN1CCCCC1)(C1=CC=CC=C1)C1=CC=CC=C1 (triphenyl[4-(piperidinomethyl)benzyl]phosphonium bromide), C1CCOC1 (THF), solution, C(CCC)[Li] (butyllithium), CC1=CC=C(COC=2C=C(C=O)C=CC2)C=C1 (3-(4-methylbenzyloxy)benzaldehyde). Solvent: CCCCCC (hexane), O (water). Run at time 30 minute. Product: CC1=CC=C(COC=2C=C(/C=C/C3=CC=C(CN4CCCCC4)C=C3)C=CC2)C=C1 ((E)-1-[4-[3-(4-methylbenzyloxy)styryl]benzyl]piperidine). Isolated yield 41.5%. As a reaction SMILES: [Br-].C1([P+](C2C=CC=CC=2)(C2C=CC=CC=2)[CH2:9][C:10]2[CH:15]=[CH:14][C:13]([CH2:16][N:17]3[CH2:22][CH2:21][CH2:20][CH2:19][CH2:18]3)=[CH:12][CH:11]=2)C=CC=CC=1.C1COCC1.C([Li])CCC.[CH3:45][C:46]1[CH:61]=[CH:60][C:49]([CH2:50][O:51][C:52]2[CH:53]=[C:54]([CH:57]=[CH:58][CH:59]=2)[CH:55]=O)=[CH:48][CH:47]=1>CCCCCC.O>[CH3:45][C:46]1[CH:61]=[CH:60][C:49]([CH2:50][O:51][C:52]2[CH:53]=[C:54]([CH:57]=[CH:58][CH:59]=2)/[CH:55]=[CH:9]/[C:10]2[CH:11]=[CH:12][C:13]([CH2:16][N:17]3[CH2:18][CH2:19][CH2:20][CH2:21][CH2:22]3)=[CH:14][CH:15]=2)=[CH:48][CH:47]=1 |f:0.1|. Reported procedure: To a mixture comprising triphenyl[4-(piperidinomethyl)benzyl]phosphonium bromide (1.06 g) and THF (10 ml) was added dropwise under a nitrogen atmosphere a 1.6 M solution of butyllithium in hexane (1.28 ml), and the resulting mixture was stirred for 30 minutes. To this reaction mixture was added 3-(4-methylbenzyloxy)benzaldehyde (453 mg), and the resulting mixture was stirred at room temperature for one hour, was then mixed with water (100 ml) and was extracted with ethyl acetate. The organic lay...